This data is from the Open Reaction Database (ORD), a public repository of structured organic reaction records. The task is: describe an organic reaction: reactants, conditions, products, and yield The reactants are CCOC(=O)Cc1ccc(-n2cnc3cccnc32)cc1Cl, C1CCOC1, Cl, [Li+], [OH-]. Product: O=C(O)Cc1ccc(-n2cnc3cccnc32)cc1Cl. Reaction SMILES: [CH2:1]([CH3:2])[O:3][C:4]([CH2:5][c:6]1[c:7]([Cl:21])[cH:8][c:9](-[n:12]2[cH:13][n:14][c:15]3[c:16]2[n:17][cH:18][cH:19][cH:20]3)[cH:10][cH:11]1)=[O:22].[CH2:26]1[O:27][CH2:28][CH2:29][CH2:30]1.[ClH:25].[Li+:24].[OH-:23]>>[O:3]=[C:4]([CH2:5][c:6]1[c:7]([Cl:21])[cH:8][c:9](-[n:12]2[cH:13][n:14][c:15]3[c:16]2[n:17][cH:18][cH:19][cH:20]3)[cH:10][cH:11]1)[OH:22]. Reactants: C1CCC2=NCCCN2CC1, CC(C)N=C=O, ClCCl, Nc1ccc(Br)cn1. The product is CC(C)NC(=O)Nc1ccc(Br)cn1. As a reaction SMILES: [CH2:9]1[CH2:10][CH2:11][C:12]2=[N:17][CH2:16][CH2:15][CH2:14][N:13]2[CH2:18][CH2:19]1.[CH:20]([CH3:21])([CH3:22])[N:23]=[C:24]=[O:25].[Cl:26][CH2:27][Cl:28].[NH2:1][c:2]1[n:3][cH:4][c:5]([Br:8])[cH:6][cH:7]1>>[NH:1]([c:2]1[n:3][cH:4][c:5]([Br:8])[cH:6][cH:7]1)[C:24]([NH:23][CH:20]([CH3:21])[CH3:22])=[O:25]. Reactants: C(C)OC(=O)C=1C=NC2=CC(=CC=C2C1)N (7-amino-quinoline-3-carboxylic acid ethyl ester), C(C)(C)N(CC)C(C)C (diisopropylethylamine), C(C)(C)OC(C)C (isopropyl ether), FC(C1=CC=C(C=C1)C=1C(=CC=CC1)C(=O)Cl)(F)F (4′-trifluoromethyl-biphenyl -2-carbonyl chloride). The solvent is ClC(C)Cl (dichloroethane), ClC(C)Cl (dichloroethane), C1(=CC=CC=C1)C (toluene). Conditions: temperature 84 celsius. Product: C(C)OC(=O)C=1C=NC2=CC(=CC=C2C1)NC(=O)C=1C(=CC=CC1)C1=CC=C(C=C1)C(F)(F)F (7-[(4′-trifluoromethyl-biphenyl-2-carbonyl)-amino]-quinoline-3-carboxylic acid ethyl ester). Yield: 58.3%. As a reaction SMILES: [CH2:1]([O:3][C:4]([C:6]1[CH:7]=[N:8][C:9]2[C:14]([CH:15]=1)=[CH:13][CH:12]=[C:11]([NH2:16])[CH:10]=2)=[O:5])[CH3:2].C(N(C(C)C)CC)(C)C.[F:26][C:27]([F:44])([F:43])[C:28]1[CH:33]=[CH:32][C:31]([C:34]2[C:35]([C:40](Cl)=[O:41])=[CH:36][CH:37]=[CH:38][CH:39]=2)=[CH:30][CH:29]=1.C(OC(C)C)(C)C>ClC(Cl)C.C1(C)C=CC=CC=1>[CH2:1]([O:3][C:4]([C:6]1[CH:7]=[N:8][C:9]2[C:14]([CH:15]=1)=[CH:13][CH:12]=[C:11]([NH:16][C:40]([C:35]1[C:34]([C:31]3[CH:32]=[CH:33][C:28]([C:27]([F:26])([F:43])[F:44])=[CH:29][CH:30]=3)=[CH:39][CH:38]=[CH:37][CH:36]=1)=[O:41])[CH:10]=2)=[O:5])[CH3:2]. Procedure details: To a mixture of 7-amino-quinoline-3-carboxylic acid ethyl ester (11 g, 51 mmol, 1 equiv), dichloroethane (220 mL, 20 volumes), and diisopropylethylamine (13.15 g, 101.7 mmol, 2 equiv) was slowly added a solution of 4′-trifluoromethyl-biphenyl -2-carbonyl chloride (17.38 g, 61 mmol, 1.2 equiv) dissolved in dichloroethane (30 mL, 2.7 volumes). The reaction was heated at 84° C. overnight and then cooled to room temperature. The reaction mixture was washed with 1 N hydrochloric acid (2×150 mL) and t... Starting materials: Brc1cccc2[nH]ccc12, CI, CCOC(C)=O, [H-], [Na+], CN(C)C=O, O. The product is Cn1ccc2c(Br)cccc21. Reaction SMILES: [Br:1][c:2]1[c:3]2[cH:4][cH:5][nH:6][c:7]2[cH:8][cH:9][cH:10]1.[CH3:13][I:14].[CH3:21][CH2:22][O:23][C:24](=[O:25])[CH3:26].[H-:11].[Na+:12].[O:16]=[CH:17][N:18]([CH3:19])[CH3:20].[OH2:15]>>[Br:1][c:2]1[c:3]2[cH:4][cH:5][n:6]([CH3:13])[c:7]2[cH:8][cH:9][cH:10]1. Starting materials: O (Water), BrC1=C(C#N)C=CC(=C1)F (2-bromo-4-fluorobenzonitrile), N[C@@H](C(=O)N)CC1=CNC2=CC=CC=C12 ((R)-2-amino-3-(1H-indol-3-yl)propanamide), CCN(C(C)C)C(C)C (DIEA). The solvent is CCOC(=O)C (EtOAc), CS(=O)C (DMSO). Yields the product BrC=1C=C(C=CC1C#N)N[C@@H](C(=O)N)CC1=CNC2=CC=CC=C12 ((R)-2-(3-bromo-4-cyanophenylamino)-3-(1H-indol-3-yl)propanamide). Yield: 31.3%. Reaction SMILES: [Br:1][C:2]1[CH:9]=[C:8](F)[CH:7]=[CH:6][C:3]=1[C:4]#[N:5].[NH2:11][C@H:12]([CH2:16][C:17]1[C:25]2[C:20](=[CH:21][CH:22]=[CH:23][CH:24]=2)[NH:19][CH:18]=1)[C:13]([NH2:15])=[O:14].CCN(C(C)C)C(C)C.O>CS(C)=O.CCOC(C)=O>[Br:1][C:2]1[CH:9]=[C:8]([NH:11][C@H:12]([CH2:16][C:17]2[C:25]3[C:20](=[CH:21][CH:22]=[CH:23][CH:24]=3)[NH:19][CH:18]=2)[C:13]([NH2:15])=[O:14])[CH:7]=[CH:6][C:3]=1[C:4]#[N:5]. Procedure: A solution of 2-bromo-4-fluorobenzonitrile (160 mg, 0.800 mmol), (R)-2-amino-3-(1H-indol-3-yl)propanamide (164 mg, 0.807 mmol) and DIEA (0.300 mL, 1.72 mmol) in DMSO (3 mL) was stirred at 120 C for 18 h. Water and EtOAc were added. The organic phase was separated, dried over Na2SO4, concentrated in vacuo. The residue was purified by a silica gel column, which was eluted with 0-80% EtOAc in hexane to give (R)-2-(3-bromo-4-cyanophenylamino)-3-(1H-indol-3-yl)propanamide (96 mg) Reactants: Compound II, C(C1=CC=CC=C1)NC(NOCC(=O)O)=O (2-(3-benzylureidooxy)acetic acid), N[C@H](C(=O)N(CC1=CC=CC2=CC=CC=C12)[C@H](C(OCC)OCC)C)CC(=O)NC(C1=CC=CC=C1)(C1=CC=CC=C1)C1=CC=CC=C1 ((S)-2-amino-N1—((S)-1,1-diethoxypropan-2-yl)-N1-(naphthalen-1-ylmethyl)-N4-tritylsuccinamide). Yields the product C(C1=CC=CC=C1)NC(=O)NOCC(=O)N[C@H](C(=O)N(CC1=CC=CC2=CC=CC=C12)[C@H](C(OCC)OCC)C)CC(NC(C1=CC=CC=C1)(C1=CC=CC=C1)C1=CC=CC=C1)=O (1-benzyl-3-(2-((S)-1-(((S)-1,1-diethoxypropan-2-yl)(naphthalen-1-ylmethyl)amino)-1,4-dioxo-4-(tritylamino)butan-2-ylamino)-2-oxoethoxy)urea). RXN SMILES: [CH2:1]([NH:8][C:9](=[O:16])[NH:10][O:11][CH2:12][C:13]([OH:15])=O)[C:2]1[CH:7]=[CH:6][CH:5]=[CH:4][CH:3]=1.[NH2:17][C@@H:18]([CH2:42][C:43]([NH:45][C:46]([C:59]1[CH:64]=[CH:63][CH:62]=[CH:61][CH:60]=1)([C:53]1[CH:58]=[CH:57][CH:56]=[CH:55][CH:54]=1)[C:47]1[CH:52]=[CH:51][CH:50]=[CH:49][CH:48]=1)=[O:44])[C:19]([N:21]([C@@H:33]([CH3:41])[CH:34]([O:38][CH2:39][CH3:40])[O:35][CH2:36][CH3:37])[CH2:22][C:23]1[C:32]2[C:27](=[CH:28][CH:29]=[CH:30][CH:31]=2)[CH:26]=[CH:25][CH:24]=1)=[O:20]>>[CH2:1]([NH:8][C:9]([NH:10][O:11][CH2:12][C:13]([NH:17][C@@H:18]([CH2:42][C:43](=[O:44])[NH:45][C:46]([C:47]1[CH:48]=[CH:49][CH:50]=[CH:51][CH:52]=1)([C:53]1[CH:54]=[CH:55][CH:56]=[CH:57][CH:58]=1)[C:59]1[CH:60]=[CH:61][CH:62]=[CH:63][CH:64]=1)[C:19]([N:21]([C@@H:33]([CH3:41])[CH:34]([O:35][CH2:36][CH3:37])[O:38][CH2:39][CH3:40])[CH2:22][C:23]1[C:32]2[C:27](=[CH:28][CH:29]=[CH:30][CH:31]=2)[CH:26]=[CH:25][CH:24]=1)=[O:20])=[O:15])=[O:16])[C:2]1[CH:3]=[CH:4][CH:5]=[CH:6][CH:7]=1. Reported procedure: According to the procedure described in the synthesis method of Compound II-15, 2-(3-benzylureidooxy)acetic acid (Compound VI-1) 52 mg (0.23 mmol) was coupled with (S)-2-amino-N1—((S)-1,1-diethoxypropan-2-yl)-N1-(naphthalen-1-ylmethyl)-N4-tritylsuccinamide (Compound IV-19) 100 mg (0.16 mmol) to obtain the title compound. Reactants: O1CCCC2=CC(=CC=C12)C1=NC(=NC(=C1C(C(=O)OC)CCC)C)C1=CC=CC=C1 (methyl 2-(4-(chroman-6-yl)-6-methyl-2-phenylpyrimidin-5-yl)pentanoate), [OH-].[Na+] (sodium hydroxide). Solvent: CO (methanol). The product is O1CCCC2=CC(=CC=C12)C1=NC(=NC(=C1C(C(=O)O)CCC)C)C1=CC=CC=C1 (2-(4-(chroman-6-yl)-6-methyl-2-phenylpyrimidin-5-yl)pentanoic acid). Yield: 77.0%. Reaction SMILES: [O:1]1[C:10]2[C:5](=[CH:6][C:7]([C:11]3[C:16]([CH:17]([CH2:22][CH2:23][CH3:24])[C:18]([O:20]C)=[O:19])=[C:15]([CH3:25])[N:14]=[C:13]([C:26]4[CH:31]=[CH:30][CH:29]=[CH:28][CH:27]=4)[N:12]=3)=[CH:8][CH:9]=2)[CH2:4][CH2:3][CH2:2]1.[OH-].[Na+]>CO>[O:1]1[C:10]2[C:5](=[CH:6][C:7]([C:11]3[C:16]([CH:17]([CH2:22][CH2:23][CH3:24])[C:18]([OH:20])=[O:19])=[C:15]([CH3:25])[N:14]=[C:13]([C:26]4[CH:27]=[CH:28][CH:29]=[CH:30][CH:31]=4)[N:12]=3)=[CH:8][CH:9]=2)[CH2:4][CH2:3][CH2:2]1 |f:1.2|. Reported procedure: This compound was prepared according to general method D from methyl 2-(4-(chroman-6-yl)-6-methyl-2-phenylpyrimidin-5-yl)pentanoate (0.094 g; 0.226 mmol), sodium hydroxide 10N (0.226 mL; 2.26 mmol) in methanol (2.2 mL) to afford 0.070 g (74%) of the title compound as a white solid. Reactants: C(CC)C(C(=O)OC(C)(C)C)[C@@H](C)OC(CCCCCCCCCCC)=O (t-butyl (3R)-2-propyl-3-dodecanoyloxybutanoate), S(O)(O)(=O)=O (sulfuric acid), O (water). The solvent is CO (methanol). The product is C(CC)C(C(=O)OC)[C@@H](C)O (methyl (3R)-2-propyl-3-hydroxybutanoate). Isolated yield 64.0%. Reaction SMILES: [CH2:1]([CH:4]([C@H:12]([O:14]C(=O)CCCCCCCCCCC)[CH3:13])[C:5]([O:7][C:8](C)(C)C)=[O:6])[CH2:2][CH3:3].S(=O)(=O)(O)O.O>CO>[CH2:1]([CH:4]([C@H:12]([OH:14])[CH3:13])[C:5]([O:7][CH3:8])=[O:6])[CH2:2][CH3:3]. Procedure details: A mixture of 4.5 g of t-butyl (3R)-2-propyl-3-dodecanoyloxybutanoate obtained in (1) above 45 ml of methanol and 0.5 ml of concentrated sulfuric acid was refluxed for 40 hours and 50 ml of water was added thereto followed by ether extraction. The ether phase was dried over anhydrous sodium sulfate, and ether was distilled away, and the residue was distilled and 1.2 g of methyl (3R)-2-propyl-3-hydroxybutanoate of the following formula was obtained. b.p. 76°-81° C. (5.0 mm Hg), [α]D26 =2.9°(C-1.37...